This data is from the Open Reaction Database (ORD), a public repository of structured organic reaction records. The task is: describe an organic reaction: reactants, conditions, products, and yield Starting materials: COC(=O)OC1CC2=CC=C3C4CCC(C(C)C5OCC(C)(C)CO5)C4(C)CCC3C2(C)C(OC(=O)OC)C1, CC(C)=O, O=S(=O)(O)O. Yields the product COC(=O)OC1CC2=CC=C3C4CCC(C(C)C=O)C4(C)CCC3C2(C)C(OC(=O)OC)C1. RXN SMILES: [CH3:1][C:2]1([CH3:3])[CH2:6][O:7][CH:5]([CH:8]([CH3:9])[CH:10]2[CH2:11][CH2:12][CH:13]3[C:14]4=[CH:15][CH:16]=[C:17]5[CH2:18][CH:19]([O:34][C:35](=[O:36])[O:37][CH3:38])[CH2:20][CH:21]([O:29][C:30](=[O:31])[O:32][CH3:33])[C:22]5([CH3:23])[CH:24]4[CH2:25][CH2:26][C:27]23[CH3:28])[O:4][CH2:39]1.[CH3:45][C:46](=[O:47])[CH3:48].[S:40](=[O:41])(=[O:42])([OH:43])[OH:44]>>[O:4]=[CH:5][CH:8]([CH3:9])[CH:10]1[CH2:11][CH2:12][CH:13]2[C:14]3=[CH:15][CH:16]=[C:17]4[CH2:18][CH:19]([O:34][C:35](=[O:36])[O:37][CH3:38])[CH2:20][CH:21]([O:29][C:30](=[O:31])[O:32][CH3:33])[C:22]4([CH3:23])[CH:24]3[CH2:25][CH2:26][C:27]12[CH3:28]. Starting materials: CC(C)C[Al+]CC(C)C, C1CCOC1, N#CC=Cn1c(C(F)(F)F)nc(-c2ccc(F)cc2)c1-c1ccc(F)cc1, [H-]. The product is O=CC=Cn1c(C(F)(F)F)nc(-c2ccc(F)cc2)c1-c1ccc(F)cc1. As a reaction SMILES: [CH2:29]([Al+:30][CH2:31][CH:32]([CH3:33])[CH3:34])[CH:35]([CH3:36])[CH3:37].[CH2:38]1[CH2:41][CH2:40][CH2:39][O:42]1.[F:1][c:2]1[cH:3][cH:4][c:5](-[c:8]2[n:9][c:10]([C:24]([F:25])([F:26])[F:27])[n:11]([CH:20]=[CH:21][C:22]#[N:23])[c:12]2-[c:13]2[cH:14][cH:15][c:16]([F:19])[cH:17][cH:18]2)[cH:6][cH:7]1.[H-:28]>>[F:1][c:2]1[cH:3][cH:4][c:5](-[c:8]2[n:9][c:10]([C:24]([F:25])([F:26])[F:27])[n:11]([CH:20]=[CH:21][CH:22]=[O:42])[c:12]2-[c:13]2[cH:14][cH:15][c:16]([F:19])[cH:17][cH:18]2)[cH:6][cH:7]1. Starting materials: O=C1N(C2=C(N1CC(=O)OC(C)(C)C)C=CC=C2)C2=NC=CC=C2 (tert-Butyl (2-oxo-3-pyridin-2-yl-2,3-dihydro-1H-benzimidazol-1-yl)acetate), Cl (HCl), Cl (HCl). The solvent is CCOC(=O)C (EtOAc). Product: O=C1N(C2=C(N1CC(=O)O)C=CC=C2)C2=NC=CC=C2 ((2-Oxo-3-pyridin-2-yl-2,3-dihydro-1H-benzimidazol-1-yl)acetic Acid). As a reaction SMILES: [O:1]=[C:2]1[N:6]([CH2:7][C:8]([O:10]C(C)(C)C)=[O:9])[C:5]2[CH:15]=[CH:16][CH:17]=[CH:18][C:4]=2[N:3]1[C:19]1[CH:24]=[CH:23][CH:22]=[CH:21][N:20]=1.Cl>CCOC(C)=O>[O:1]=[C:2]1[N:6]([CH2:7][C:8]([OH:10])=[O:9])[C:5]2[CH:15]=[CH:16][CH:17]=[CH:18][C:4]=2[N:3]1[C:19]1[CH:24]=[CH:23][CH:22]=[CH:21][N:20]=1. Reported procedure: A solution of tert-butyl (2-oxo-3-pyridin-2-yl-2,3-dihydro-1H-benzimidazol-1-yl)acetate from Step B (2.27 g, 6.98 mmol) in EtOAc (100 mL) at 0° C. was saturated with HCl (g). The mixture was stood at 0° C. for a total of 3 h, and was re-saturated with HCl every 30 min. The mixture was concentrated in vacuo to give the title compound. MS: m/z=270 (M+1). Reactants: ClC1=CC=C(OC2=CC=C(C=C2)O)C=C1 (p-(p-chlorophenoxy)phenol), ClCC#N (chloroacetonitrile), [H-].[Na+] (sodium hydride). Run in CN(C=O)C (dimethylformamide), O (water), CN(C=O)C (dimethylformamide), CN(C=O)C (dimethylformamide). Run at time 30 minute. Product: ClC1=CC=C(OC2=CC=C(OCC#N)C=C2)C=C1 ([p-(p-chlorophenoxy)phenoxy]acetonitrile). Yield: 76.5%. As a reaction SMILES: [H-].[Na+].[Cl:3][C:4]1[CH:17]=[CH:16][C:7]([O:8][C:9]2[CH:14]=[CH:13][C:12]([OH:15])=[CH:11][CH:10]=2)=[CH:6][CH:5]=1.Cl[CH2:19][C:20]#[N:21]>CN(C)C=O.O>[Cl:3][C:4]1[CH:17]=[CH:16][C:7]([O:8][C:9]2[CH:14]=[CH:13][C:12]([O:15][CH2:19][C:20]#[N:21])=[CH:11][CH:10]=2)=[CH:6][CH:5]=1 |f:0.1|. Procedure details: 10.88 g of a 50% sodium hydride suspension in mineral oil are diluted with 230 ml of absolute dimethylformamide and treated within 30 minutes with a solution of 50 g of p-(p-chlorophenoxy)phenol in 230 ml of absolute dimethylformamide while the temperature rises slightly. The mixture is then stirred at room temperature for 30 minutes. A solution of 18.8 g of chloroacetonitrile in 200 ml of absolute dimethylformamide is added dropwise while cooling the mixture in a water-bath. The mixture is stir... As a reaction SMILES: Br.CS(O[C@H:7]1[C:26]2[C@:21]([CH3:28])([CH2:22][CH2:23][C:24](=[O:27])[CH:25]=2)[C@@H:20]2[C@H:9]([C@H:10]3[C@:17]([CH3:29])([CH2:18][CH2:19]2)[C@@:13]([OH:30])([C:14](=[O:16])[CH3:15])[C:12](=[CH2:31])[CH2:11]3)[C@H:8]1OS(C)(=O)=O)(=O)=O.[N-:37]=[N+:38]=[N-:39].[Na+]>C(O)(=O)C.CN(C)C=O>[N:37]([C:7]1[C:26]2[C@:21]([CH3:28])([CH2:22][CH2:23][C:24](=[O:27])[CH:25]=2)[C@@H:20]2[C@H:9]([C@H:10]3[C@:17]([CH3:29])([CH2:18][CH2:19]2)[C@@:13]([OH:30])([C:14](=[O:16])[CH3:15])[C:12](=[CH2:31])[CH2:11]3)[CH:8]=1)=[N+:38]=[N-:39] |f:2.3|. Run in C(C)(=O)O (acetic acid), CN(C=O)C (dimethylformamide). Yields the product N(=[N+]=[N-])C1=C[C@H]2[C@@H]3CC([C@](C(C)=O)([C@]3(CC[C@@H]2[C@]2(CCC(C=C12)=O)C)C)O)=C (6-azido-16-methylene-17α-hydroxy-4,6-pregnadiene-3,20-dione). Procedure details: In a manner similar to that described in Example 26, treat 6β,7β-dimethanesulfonyloxy-16β-methyl-16α,17α-oxido-4-pregnene-3,20-dione with hydrogen bromide in acetic acid; treat the resulting 6β,7β-dimethanesulfonyloxy-16-methylene-17α-hydroxy-4-pregnene-3,20-dione with sodium azide in dimethylformamide to obtain 6-azido-16-methylene-17α-hydroxy-4,6-pregnadiene-3,20-dione. Starting materials: 6β,7β-dimethanesulfonyloxy-16β-methyl-16α,17α-oxido-4-pregnene-3,20-dione, Br (hydrogen bromide), CS(=O)(=O)O[C@@H]1[C@@H]([C@H]2[C@@H]3CC([C@](C(C)=O)([C@]3(CC[C@@H]2[C@]2(CCC(C=C12)=O)C)C)O)=C)OS(=O)(=O)C (6β,7β-dimethanesulfonyloxy-16-methylene-17α-hydroxy-4-pregnene-3,20-dione), [N-]=[N+]=[N-].[Na+] (sodium azide).